Dataset: the Open Reaction Database (ORD), a public repository of structured organic reaction records. Task: describe an organic reaction: reactants, conditions, products, and yield The reactants are COC=1C=C(N)C=CC1C1=CN=CO1 (3-Methoxy-4-(5-oxazolyl)aniline), NC1=CC(=C(C=C1)C1=CN=CO1)OC (5-(4-Amino-2-methoxyphenyl)oxazole), C(=S)(N1C(C=CC=C1)=O)N1C(C=CC=C1)=O (1,1′-thiocarbonyldi-2(2H)-pyridone). Run in ClCCl (dichloromethane). Yields the product COC=1C=C(C=CC1C1=CN=CO1)N=C=S (3-Methoxy-4-(5-oxazolyl)phenyl Isothiocyanate). Yield: 94.0%. RXN SMILES: [CH3:1][O:2][C:3]1[CH:4]=[C:5]([CH:7]=[CH:8][C:9]=1[C:10]1[O:14][CH:13]=[N:12][CH:11]=1)[NH2:6].[C:15](N1C=CC=CC1=O)(N1C=CC=CC1=O)=[S:16]>ClCCl>[CH3:1][O:2][C:3]1[CH:4]=[C:5]([N:6]=[C:15]=[S:16])[CH:7]=[CH:8][C:9]=1[C:10]1[O:14][CH:13]=[N:12][CH:11]=1. Procedure: 3-Methoxy-4-(5-oxazolyl)aniline, 1D, (3.50 g, 18.4 mmol) and 1,1′-thiocarbonyldi-2(2H)-pyridone (4.41 g, 18.4 mmol) in dichloromethane (100 mL) were stirred at rt for 3 h. The solvent was evaporated under vacuum, and the residue was subjected to a short column (30% AcOEt/hexane) to afford 34A (4.02 g, 94% yield) as white flakes. Starting materials: C(C1=CC=CC=C1)N(C1=C(C(=CC=C1)[N+](=O)[O-])C)CC1=CC=C(OC=2C=C(OC[C@@H]3CCC(N3)=O)C=CC2)C=C1 ((5S)-5-((3-(4-((benzyl(2-methyl-3-nitrophenyl)amino)methyl)phenoxy)phenoxy)methyl)pyrrolidin-2-one), [NH4+].[Cl-] (NH4Cl), C(C)O (ethyl alcohol), O (water). Reagents/catalysts: [Fe] (iron). Solvent: C(Cl)Cl (CH2Cl2). Reaction conditions: temperature 80 celsius, time 8 hour. Product: NC=1C(=C(C=CC1)N(CC1=CC=CC=C1)CC1=CC=C(OC=2C=C(OC[C@@H]3CCC(N3)=O)C=CC2)C=C1)C ((5S)-5-((3-(4-(((3-amino-2-methylphenyl)(benzyl)amino)methyl)phenoxy)phenoxy)methyl)pyrrolidin-2-one). As a reaction SMILES: [CH2:1]([N:8]([CH2:19][C:20]1[CH:40]=[CH:39][C:23]([O:24][C:25]2[CH:26]=[C:27]([CH:36]=[CH:37][CH:38]=2)[O:28][CH2:29][C@H:30]2[NH:34][C:33](=[O:35])[CH2:32][CH2:31]2)=[CH:22][CH:21]=1)[C:9]1[CH:14]=[CH:13][CH:12]=[C:11]([N+:15]([O-])=O)[C:10]=1[CH3:18])[C:2]1[CH:7]=[CH:6][CH:5]=[CH:4][CH:3]=1.[NH4+].[Cl-].C(O)C.O>[Fe].C(Cl)Cl>[NH2:15][C:11]1[C:10]([CH3:18])=[C:9]([N:8]([CH2:19][C:20]2[CH:40]=[CH:39][C:23]([O:24][C:25]3[CH:26]=[C:27]([CH:36]=[CH:37][CH:38]=3)[O:28][CH2:29][C@H:30]3[NH:34][C:33](=[O:35])[CH2:32][CH2:31]3)=[CH:22][CH:21]=2)[CH2:1][C:2]2[CH:3]=[CH:4][CH:5]=[CH:6][CH:7]=2)[CH:14]=[CH:13][CH:12]=1 |f:1.2|. Reported procedure: To the product from Example 278A in a capped test-tube were added iron powder (78.4 mg, 1.4 mmoles), NH4Cl (7.5 mg, 1.4 mmoles), ethyl alcohol (3 mL) and water (1 mL). The reaction mixture was shaken violently at 80° C. overnight. CH2Cl2 (4 mL) was added to extract the product. Then, the reaction mixture was filtered. The CH2Cl2 layer was separated and dried in vaccuo.